Dataset: the Open Reaction Database (ORD), a public repository of structured organic reaction records. Task: describe an organic reaction: reactants, conditions, products, and yield The reactants are B, CCN(CC)c1ccccc1, CO, CC(C)c1cc2c(c(-c3ccc(F)cc3)c1C(F)c1ccc(OC(F)(F)F)cc1)C(=O)CC1(CCC1)O2, NC1c2ccccc2CC1O, C1CCOC1. Yields the product CC(C)c1cc2c(c(-c3ccc(F)cc3)c1C(F)c1ccc(OC(F)(F)F)cc1)C(O)CC1(CCC1)O2. Reaction SMILES: [BH3:28].[CH2:17]([N:18]([CH2:19][CH3:20])[c:21]1[cH:22][cH:23][cH:24][cH:25][cH:26]1)[CH3:27].[CH3:66][OH:67].[F:29][c:30]1[cH:31][cH:32][c:33](-[c:36]2[c:37]3[c:42]([cH:43][c:44]([CH:59]([CH3:60])[CH3:61])[c:45]2[CH:46]([c:47]2[cH:48][cH:49][c:50]([O:53][C:54]([F:55])([F:56])[F:57])[cH:51][cH:52]2)[F:58])[O:41][C:40]2([CH2:39][C:38]3=[O:65])[CH2:62][CH2:63][CH2:64]2)[cH:34][cH:35]1.[NH2:1][CH:2]1[c:3]2[c:4]([cH:5][cH:6][cH:7][cH:8]2)[CH2:9][CH:10]1[OH:11].[O:12]1[CH2:13][CH2:14][CH2:15][CH2:16]1>>[F:29][c:30]1[cH:31][cH:32][c:33](-[c:36]2[c:37]3[c:42]([cH:43][c:44]([CH:59]([CH3:60])[CH3:61])[c:45]2[CH:46]([c:47]2[cH:48][cH:49][c:50]([O:53][C:54]([F:55])([F:56])[F:57])[cH:51][cH:52]2)[F:58])[O:41][C:40]2([CH2:39][CH:38]3[OH:65])[CH2:62][CH2:63][CH2:64]2)[cH:34][cH:35]1.